Dataset: the Open Reaction Database (ORD), a public repository of structured organic reaction records. Task: describe an organic reaction: reactants, conditions, products, and yield Starting materials: C(C1=CC=CC=C1)C1=C(C(=O)NC)C=CC(=C1)OC (2-Benzyl-4-methoxy-N-methyl-benzamide), C(CCC)[Li] (n-butyllithium), C1CCOC1 (THF), C(C)(=O)Cl (acetyl chloride), O (water). Conditions: time 0.5 hour. The product is COC=1C=C2C(=C(N(C(C2=CC1)=O)C)C)C1=CC=CC=C1 (6-Methoxy-2,3-dimethyl-4-phenyl-2H-isoquinolin-1-one), solid. Isolated yield 46.4%. Reaction SMILES: [CH2:1]([C:8]1[CH:17]=C(OC)C=C[C:9]=1[C:10]([NH:12][CH3:13])=[O:11])[C:2]1[CH:7]=[CH:6][CH:5]=[CH:4][CH:3]=1.[CH2:20]([Li])[CH2:21]CC.C(Cl)(=O)C.O.[CH2:30]1[CH2:34][O:33][CH2:32][CH2:31]1>>[CH3:32][O:33][C:34]1[CH:17]=[C:8]2[C:9](=[CH:31][CH:30]=1)[C:10](=[O:11])[N:12]([CH3:13])[C:20]([CH3:21])=[C:1]2[C:2]1[CH:3]=[CH:4][CH:5]=[CH:6][CH:7]=1. Procedure: To a solution of 11 (5.00 g, 19.6 mmol) in THF under Argon at −70° C. was added n-butyllithium (18.8 mL, 2.5M). After 0.5 h acetyl chloride (2.10 mL, 29.4 mmol) was added. Stirred 0.5 h then added water and warmed to room temperature. Removed the solvent in vacuo and added 1N hydrochloric acid. Extracted with ethyl acetate (4×) and dried the combined organic portions with magnesium sulfate (anh.). Removal of the solvent in vacuo followed by trituration with ether gave 12 as a light solid (2.54 g...